This data is from the Open Reaction Database (ORD), a public repository of structured organic reaction records. The task is: describe an organic reaction: reactants, conditions, products, and yield Reactants: CN(C)C=O, O=S(Cl)Cl, c1ccccc1, O=C(O)CCCCn1cnnn1. Yields the product [Cl-], O=C(O)CCCCn1cnnn1. Reaction SMILES: [O:17]=[CH:18][N:19]([CH3:20])[CH3:21].[S:13]([Cl:14])([Cl:15])=[O:16].[cH:22]1[cH:23][cH:24][cH:25][cH:26][cH:27]1.[n:1]1([CH2:6][CH2:7][CH2:8][CH2:9][C:10](=[O:11])[OH:12])[n:2][n:3][n:4][cH:5]1>>[Cl-:15].[n:1]1([CH2:6][CH2:7][CH2:8][CH2:9][C:10](=[O:11])[OH:12])[n:2][n:3][n:4][cH:5]1.